This data is from the Open Reaction Database (ORD), a public repository of structured organic reaction records. The task is: describe an organic reaction: reactants, conditions, products, and yield Reactants: BrC1=C2CCN(C(C2=CC=C1)CC(=O)O)C(CNC(=O)OC(C)(C)C)=O (2-(5-bromo-2-(2-((tert-butoxycarbonyl)amino)acetyl)-1,2,3,4-tetrahydroisoquinolin-1-yl)acetic acid), BrC1=C2CCN(C(C2=CC=C1)CC(=O)OC)C(CNC(=O)OC(C)(C)C)=O (methyl 2-(5-bromo-2-(2-((tert-butoxycarbonyl)amino)acetyl)-1,2,3,4-tetrahydroisoquinolin-1-yl)acetate), [OH-].[Na+] (NaOH). Solvent: CCO (EtOH). Reaction conditions: time 2 hour. The product is BrC1=C2CCN3C(C2=CC=C1)=CC(NCC3=O)=O (9-bromo-3,4,7,8-tetrahydro-[1,4]diazepino[7,1-a]isoquinoline-2,5-dione). As a reaction SMILES: [Br:1][C:2]1[CH:11]=[CH:10][CH:9]=[C:8]2[C:3]=1[CH2:4][CH2:5][N:6]([C:16](=[O:26])[CH2:17][NH:18][C:19](OC(C)(C)C)=[O:20])[CH:7]2[CH2:12]C(O)=O.BrC1C=CC=C2C=1CCN(C(=O)CNC(OC(C)(C)C)=O)C2CC(OC)=O.[OH-].[Na+]>CCO>[Br:1][C:2]1[CH:11]=[CH:10][CH:9]=[C:8]2[C:3]=1[CH2:4][CH2:5][N:6]1[C:16](=[O:26])[CH2:17][NH:18][C:19](=[O:20])[CH:12]=[C:7]12 |f:2.3|. Reported procedure: 2-(5-bromo-2-(2-((tert-butoxycarbonyl)amino)acetyl)-1,2,3,4-tetrahydroisoquinolin-1-yl)acetic acid. To a stirred solution of methyl 2-(5-bromo-2-(2-((tert-butoxycarbonyl)amino)acetyl)-1,2,3,4-tetrahydroisoquinolin-1-yl)acetate (113 g, 257 mmol) in EtOH (1000 mL), 4N aqueous NaOH (74.5 mL, 298 mmol) was added and the solution was stirred at RT for 2 h. The white precipitate was filtered off and the white solid was washed with a small amount of EtOH (1×) and diethyl ether (2×). The sodium salt was... Starting materials: CCOC(=O)c1cnc(Nc2ccc(Cl)cc2)s1, C1CCOC1, CO, [K+], [OH-]. Product: O=C(O)c1cnc(Nc2ccc(Cl)cc2)s1. As a reaction SMILES: [CH2:1]([CH3:2])[O:3][C:4](=[O:5])[c:6]1[cH:7][n:8][c:9]([NH:11][c:12]2[cH:13][cH:14][c:15]([Cl:18])[cH:16][cH:17]2)[s:10]1.[CH2:21]1[O:22][CH2:23][CH2:24][CH2:25]1.[CH3:26][OH:27].[K+:20].[OH-:19]>>[O:3]=[C:4]([OH:5])[c:6]1[cH:7][n:8][c:9]([NH:11][c:12]2[cH:13][cH:14][c:15]([Cl:18])[cH:16][cH:17]2)[s:10]1. Starting materials: CC1C=CC2=CC(C(C)(C)C)CC(O)C2C1(CCC1CC(C(C)(C)C)C(O[SiH](C)C)C(=O)O1)O[SiH](C)C, CC(Oc1ccccc1C(C)C)C(=O)O. The product is CC(Oc1ccccc1C(C)C)C(=O)OC1CC(C(C)(C)C)C=C2C=CC(C)C(CCC3CC(C(C)(C)C)C(O[SiH](C)C)C(=O)O3)(O[SiH](C)C)C21. As a reaction SMILES: [C:16]([CH3:17])([CH3:18])([CH3:19])[CH:20]1[CH:21]=[C:22]2[CH:23]=[CH:24][CH:25]([CH3:52])[C:26]([CH2:31][CH2:32][CH:33]3[CH2:34][CH:35]([C:44]([CH3:45])([CH3:46])[CH3:47])[CH:36]([O:40][SiH:41]([CH3:42])[CH3:43])[C:37](=[O:39])[O:38]3)([O:48][SiH:49]([CH3:50])[CH3:51])[CH:27]2[CH:28]([OH:30])[CH2:29]1.[CH:1]([CH3:2])([CH3:3])[c:4]1[c:5]([O:6][CH:7]([C:8](=[O:9])[OH:10])[CH3:11])[cH:12][cH:13][cH:14][cH:15]1>>[CH:1]([CH3:2])([CH3:3])[c:4]1[c:5]([O:6][CH:7]([C:8]([O:9][CH:28]2[CH:27]3[C:22](=[CH:21][CH:20]([C:16]([CH3:17])([CH3:18])[CH3:19])[CH2:29]2)[CH:23]=[CH:24][CH:25]([CH3:52])[C:26]3([CH2:31][CH2:32][CH:33]2[CH2:34][CH:35]([C:44]([CH3:45])([CH3:46])[CH3:47])[CH:36]([O:40][SiH:41]([CH3:42])[CH3:43])[C:37](=[O:39])[O:38]2)[O:48][SiH:49]([CH3:50])[CH3:51])=[O:10])[CH3:11])[cH:12][cH:13][cH:14][cH:15]1.